Dataset: the Open Reaction Database (ORD), a public repository of structured organic reaction records. Task: describe an organic reaction: reactants, conditions, products, and yield Starting materials: NC1CN2CCC1CC2 (3-amino quinuclidine), C(C1=CC=CC=C1)=O (benzaldehyde), O (water). Run in C1(=CC=CC=C1)C (toluene). Conditions: temperature 0 celsius. Yields the product CNC1CN2CCC1CC2 (3-methylamino quinuclidine). As a reaction SMILES: [NH2:1][CH:2]1[CH:7]2[CH2:8][CH2:9][N:4]([CH2:5][CH2:6]2)[CH2:3]1.[CH:10](=O)C1C=CC=CC=1.O>C1(C)C=CC=CC=1>[CH3:10][NH:1][CH:2]1[CH:7]2[CH2:8][CH2:9][N:4]([CH2:5][CH2:6]2)[CH2:3]1. Procedure details: A mixture of 50 g of 3-amino quinuclidine and 40 ml of benzaldehyde in 1000 ml of toluene is brought to reflux for 45 minutes, while eliminating the water formed. Then the solvent is evaporated, the residue is dissolved in 800 ml of methanol and 15 g of potassium borohydride are added within 3 hours while maintaining the temperature at 0° C. Then the solvent is evaporated, the residue is taken up in water, the mixture obtained is extracted with ethyl acetate (or with chloroform), dried on sodium... The reactants are N1=C(C=CC=C1)CCO (2-pyridineethanol), BrCCCCCCBr (1,6-dibromohexane), [OH-].[Na+] (sodium hydroxide). Run in O (Water). Run at time 6 hour. Product: BrCCCCCCOCCC1=NC=CC=C1 (2-[2-[(6-Bromohexyl)oxy]ethyl]pyridine). Reaction SMILES: [N:1]1[CH:6]=[CH:5][CH:4]=[CH:3][C:2]=1[CH2:7][CH2:8][OH:9].[Br:10][CH2:11][CH2:12][CH2:13][CH2:14][CH2:15][CH2:16]Br.[OH-].[Na+]>O>[Br:10][CH2:11][CH2:12][CH2:13][CH2:14][CH2:15][CH2:16][O:9][CH2:8][CH2:7][C:2]1[CH:3]=[CH:4][CH:5]=[CH:6][N:1]=1 |f:2.3|. Procedure details: A mixture of 2-pyridineethanol (5 g), 1,6-dibromohexane (20 ml), 50% (w/v) sodium hydroxide (20 ml) and TAB (500 mg) was stirred at room temperature for 6 h. Water (100 ml) was added and the mixture was extracted with ether (2×100 ml). The organic extracts were washed with water and brine, dried and concentrated to an oil which was purified by FCC eluting with hexane→hexane-ether (1:1) to give the title compound as a colourless oil (6.6 g), t.l.c. (hexane-ether 1:1) Rf 0.19.